From a dataset of the Open Reaction Database (ORD), a public repository of structured organic reaction records. describe an organic reaction: reactants, conditions, products, and yield Reactants: C(C)(C)(C)C1=C(C=CC=C1)N1CCN(CC1)C(=O)C=1N=C(N(C1)CC(=O)OC)C (Methyl (4-{[4-(2-tert-butylphenyl)piperazin-1-yl]carbonyl}-2-methyl-1H-imidazol-1-yl)acetate), [Li+].[OH-] (LiOH), Cl (HCl). Run in O1CCCC1 (tetrahydrofuran). Reaction conditions: temperature 0 celsius, time 3 hour. The product is C(C)(C)(C)C1=C(C=CC=C1)N1CCN(CC1)C(=O)C=1N=C(N(C1)CC(=O)O)C ((4-{[4-(2-tert-Butylphenyl)piperazin-1-yl]carbonyl}-2-methyl-1H-imidazol-1-yl)acetic acid). The yield is 82.8%. RXN SMILES: [C:1]([C:5]1[CH:10]=[CH:9][CH:8]=[CH:7][C:6]=1[N:11]1[CH2:16][CH2:15][N:14]([C:17]([C:19]2[N:20]=[C:21]([CH3:29])[N:22]([CH2:24][C:25]([O:27]C)=[O:26])[CH:23]=2)=[O:18])[CH2:13][CH2:12]1)([CH3:4])([CH3:3])[CH3:2].[Li+].[OH-].Cl>O1CCCC1>[C:1]([C:5]1[CH:10]=[CH:9][CH:8]=[CH:7][C:6]=1[N:11]1[CH2:16][CH2:15][N:14]([C:17]([C:19]2[N:20]=[C:21]([CH3:29])[N:22]([CH2:24][C:25]([OH:27])=[O:26])[CH:23]=2)=[O:18])[CH2:13][CH2:12]1)([CH3:4])([CH3:3])[CH3:2] |f:1.2|. Procedure: A mixture of methyl (4-{[4-(2-tert-butylphenyl)piperazin-1-yl]carbonyl}-2-methyl-1H-imidazol-1-yl)acetate (Example 204, 0.18 g, 0.44 mmol) and 1 M LiOH solution (5 mL, 5.0 mmol) in tetrahydrofuran (5 mL) was stirred at 0° C. for 3 h. The reaction mixture was acidified with 1 M HCl solution and extracted with ethyl acetate. The extract was washed with brine, dried over anhydrous magnesium sulfate, filtered and concentrated under reduced pressure to give the title compound (0.14 g, 85%) as a white... Run in C(=O)O (formic acid). Conditions: time 2 hour. The product is COC=1C=C(C=CC1)C1(C=CCCC1)CCN(C)C (rac. 1-(m-methoxyphenyl)-N,N-dimethyl-2-cyclohexene-1-ethylamine). Reaction SMILES: [CH3:1][O:2][C:3]1[CH:4]=[C:5]([C:9]2([CH2:15][CH2:16][NH:17][CH3:18])[CH2:14][CH2:13][CH2:12][CH:11]=[CH:10]2)[CH:6]=[CH:7][CH:8]=1.[CH2:19]=O>C(O)=O>[CH3:1][O:2][C:3]1[CH:4]=[C:5]([C:9]2([CH2:15][CH2:16][N:17]([CH3:19])[CH3:18])[CH2:14][CH2:13][CH2:12][CH:11]=[CH:10]2)[CH:6]=[CH:7][CH:8]=1. Procedure details: 5.0 g of 1-(m-methoxyphenyl)-N-methyl-2-cyclohexene-1-ethylamine are treated with a mixture of 1.5 liters of 35% aqueous formaldehyde solution and 2.0 ml of 90% formic acid, and the resulting mixture is held at 100° C. for 2 hours. After distillation of the solvent, the residue is treated with 1 N hydrochloric acid solution. The neutral portion is taken up in ether, the aqueous phase is made alkaline by the addition of 3 N sodium hydroxide and the rac. 1-(m-methoxyphenyl)-N,N-dimethyl-2-cyclohex... Starting materials: COC=1C=C(C=CC1)C1(C=CCCC1)CCNC (1-(m-methoxyphenyl)-N-methyl-2-cyclohexene-1-ethylamine), C=O (formaldehyde). The reactants are COc1ccc(Br)c(OC)c1, CCOC(C)=O, COc1cc2c(cc1OC)C(=O)C(=O)N2, [Cl-], [H-], [Mg], [NH4+], [Na+], C1CCOC1. Yields the product COc1ccc(C2(O)C(=O)Nc3cc(OC)c(OC)cc32)c(OC)c1. Reaction SMILES: [CH3:18][O:19][c:20]1[c:21]([Br:28])[cH:22][cH:23][c:24]([O:26][CH3:27])[cH:25]1.[CH3:37][CH2:38][O:39][C:40](=[O:41])[CH3:42].[CH3:3][O:4][c:5]1[cH:6][c:7]2[c:11]([cH:12][c:13]1[O:14][CH3:15])[NH:10][C:9](=[O:16])[C:8]2=[O:17].[Cl-:30].[H-:1].[Mg:29].[NH4+:31].[Na+:2].[O:32]1[CH2:33][CH2:34][CH2:35][CH2:36]1>>[CH3:3][O:4][c:5]1[cH:6][c:7]2[c:11]([cH:12][c:13]1[O:14][CH3:15])[NH:10][C:9](=[O:16])[C:8]2([OH:17])[c:21]1[c:20]([O:19][CH3:18])[cH:25][c:24]([O:26][CH3:27])[cH:23][cH:22]1. Reactants: O1CCCC=C1 (Dihydropyrane), C[C@H](CCC(=O)O)[C@H]1CC[C@@H]2[C@@]1(CC[C@H]3[C@H]2[C@H](C[C@H]4[C@@]3(CC[C@H](C4)O)C)O)C (ursodeoxycholic acid), C1(=CC=C(C=C1)S(=O)(=O)O)C (p-toluenesulphonic acid), O1CCOCC1 (dioxane). Yields the product O1C(CCCC1)O[C@H]1C[C@H]2C[C@@H]([C@H]3[C@@H]4CC[C@H]([C@@H](CCC(=O)O)C)[C@]4(CC[C@@H]3[C@]2(CC1)C)C)OC1OCCCC1 (3α,7β-Ditetrahydropyranyloxy-5β-cholan-24-oic acid). As a reaction SMILES: [O:1]1[CH:6]=[CH:5][CH2:4][CH2:3][CH2:2]1.[CH3:7][C@@H:8]([C@@H:14]1[C@@:18]2([CH3:34])[CH2:19][CH2:20][C@@H:21]3[C@@:26]4([CH3:32])[CH2:27][CH2:28][C@@H:29]([OH:31])[CH2:30][C@H:25]4[CH2:24][C@H:23]([OH:33])[C@H:22]3[C@@H:17]2[CH2:16][CH2:15]1)[CH2:9][CH2:10][C:11]([OH:13])=[O:12].[C:35]1(C)C=[CH:39][C:38](S(O)(=O)=O)=[CH:37][CH:36]=1.[O:46]1CCOCC1>>[O:1]1[CH2:2][CH2:3][CH2:4][CH2:5][CH:6]1[O:31][C@@H:29]1[CH2:28][CH2:27][C@@:26]2([CH3:32])[C@H:25]([CH2:24][C@H:23]([O:33][CH:39]3[CH2:38][CH2:37][CH2:36][CH2:35][O:46]3)[C@@H:22]3[C@@H:21]2[CH2:20][CH2:19][C@@:18]2([CH3:34])[C@H:17]3[CH2:16][CH2:15][C@@H:14]2[C@H:8]([CH3:7])[CH2:9][CH2:10][C:11]([OH:13])=[O:12])[CH2:30]1. Procedure: Dihydropyrane (20.28 g; 241 mmoles) was dropped in 16 hrs into an ursodeoxycholic acid solution (30.0 g; 76.72 mmoles) and p-toluenesulphonic acid (1.55 g; 8.15 mmoles) in dioxane (160 ml), kept under magnetic stirring at room temperature. At the end of the addition the reaction mixture was concentrated under vacuum, taken up into ethyl ether (100 ml) then washed with water (3×50 ml) and saturated water (1×50 ml). After drying over sodium sulfate and evaporation of the solvents, the residue (45.... The reactants are O=C1NC2=C(S(C1)(=O)=O)SC(=C2)S(N)(=O)=O (2,3-dihydro-2,4,4-trioxo-6-sulfamoyl-1H-thieno[2,3-b][1,4]thiazine), COC=1C=CC(=CC1)P2(=S)SP(=S)(S2)C=3C=CC(=CC3)OC (Lawesson's reagent). The solvent is C(OC)COC (dimethoxyethane). Yields the product O=S1(C2=C(NC(C1)=S)C=C(S2)S(N)(=O)=O)=O (2,3-dihydro-4,4-dioxo-6-sulfamoyl-2-thiono-1H-thieno[2,3-b][1,4]thiazine). Reaction SMILES: O=[C:2]1[CH2:7][S:6](=[O:9])(=[O:8])[C:5]2[S:10][C:11]([S:13](=[O:16])(=[O:15])[NH2:14])=[CH:12][C:4]=2[NH:3]1.COC1C=CC(P2(SP(C3C=CC(OC)=CC=3)(=S)S2)=[S:26])=CC=1>C(COC)OC>[O:8]=[S:6]1(=[O:9])[CH2:7][C:2](=[S:26])[NH:3][C:4]2[CH:12]=[C:11]([S:13](=[O:16])(=[O:15])[NH2:14])[S:10][C:5]1=2. Reported procedure: A mixture of 2,3-dihydro-2,4,4-trioxo-6-sulfamoyl-1H-thieno[2,3-b][1,4]thiazine (5 g) and Lawesson's reagent (3.8 g) in dimethoxyethane (25 ml) was heated under reflux for seven hours. The solvent was removed under reduced pressure and the residue was chromatographed over silica gel with chloroform/methanol/acetic acid (90:8:2, v/v/v) as the eluent. The fractions containing the desired product were combined and evaporated to dryness to yield 1.4 g. Two recrystallizations from ethyl acetate/hexan... RXN SMILES: [CH3:10][O-:11].[CH3:14][C:15](=[O:16])[OH:17].[CH3:20][OH:21].[Cl-:18].[F:1][C:2]([C:3]([C:4]#[N:5])([CH3:6])[CH3:7])([F:8])[F:9].[NH4+:19].[Na+:12].[Na:13]>>[ClH:18].[F:1][C:2]([C:3]([C:4](=[NH:5])[NH2:19])([CH3:6])[CH3:7])([F:8])[F:9]. Reactants: C[O-], CC(=O)O, CO, [Cl-], CC(C)(C#N)C(F)(F)F, [NH4+], [Na+], [Na]. The product is Cl, CC(C)(C(=N)N)C(F)(F)F. Reaction SMILES: [Cl:1][C:2]1[N:11]=[C:10]([N:12]2[CH2:21][CH2:20][C:19]3[C:14](=[CH:15][CH:16]=[CH:17][CH:18]=3)[C@H:13]2[CH3:22])[C:9]2[C:4](=[C:5]([O:23][CH3:24])[CH:6]=[CH:7][CH:8]=2)[N:3]=1.[F:25][C:26]1[CH:32]=[CH:31][C:29]([NH2:30])=[C:28]([CH3:33])[CH:27]=1>CN(C)C=O>[ClH:1].[CH3:24][O:23][C:5]1[CH:6]=[CH:7][CH:8]=[C:9]2[C:4]=1[N:3]=[C:2]([NH:30][C:29]1[CH:31]=[CH:32][C:26]([F:25])=[CH:27][C:28]=1[CH3:33])[N:11]=[C:10]2[N:12]1[CH2:21][CH2:20][C:19]2[C:14](=[CH:15][CH:16]=[CH:17][CH:18]=2)[C@H:13]1[CH3:22] |f:3.4|. Run in CN(C=O)C (dimethyl-formamide). Product: Cl.COC=1C=CC=C2C(=NC(=NC12)NC1=C(C=C(C=C1)F)C)N1[C@@H](C2=CC=CC=C2CC1)C ((R)-8-Methoxy-2-(4-Fluoro-2-Methylphenylamino)-4-(1-Methyl-1,2,3,4-Tetrahydroisoquinoline-2-Yl)Quinazoline Hydrochloride). Starting materials: ClC1=NC2=C(C=CC=C2C(=N1)N1[C@@H](C2=CC=CC=C2CC1)C)OC ((R)-2-Chloro-8-Methoxy-4-(1-methyl-1,2,3,4-Tetrahydroisoquinoline-2-Yl)Quinazoline), FC1=CC(=C(N)C=C1)C (4-fluoro-2-methylaniline). Reported procedure: In accordance with the same procedures as in Example 18, except that to a mixture of 2.64 g of the compound (7.77 mM) prepared in Example 6 and 15 ml of dimethyl-formamide, 1.33 ml of 4-fluoro-2-methylaniline(16.3 mM) was added, 1.50 g of the title compound was prepared. Isolated yield 42.0%.